From a dataset of the Open Reaction Database (ORD), a public repository of structured organic reaction records. describe an organic reaction: reactants, conditions, products, and yield The reactants are CO, OC1C=CC(N2CCCCC2)C1, O=[Pt]=O. Product: OC1CCC(N2CCCCC2)C1. As a reaction SMILES: [CH3:13][OH:14].[N:1]1([CH:7]2[CH:8]=[CH:9][CH:10]([OH:12])[CH2:11]2)[CH2:2][CH2:3][CH2:4][CH2:5][CH2:6]1.[Pt:15](=[O:16])=[O:17]>>[N:1]1([CH:7]2[CH2:8][CH2:9][CH:10]([OH:12])[CH2:11]2)[CH2:2][CH2:3][CH2:4][CH2:5][CH2:6]1. Reactants: OC=1NC2=C(N1)C=CC=C2 (2-hydroxybenzimidazole), CN(C(=O)Cl)C1=CC=CC=C1 (N-methyl-N-phenylcarbamoyl chloride), crude product. The product is CN(C(=O)N1C(=NC2=C1C=CC=C2)OC(N(C2=CC=CC=C2)C)=O)C2=CC=CC=C2 (Methyl-phenyl-carbamic acid 1-(methyl-phenyl-carbamoyl)-1H-benzimidazol-2-yl ester). RXN SMILES: [OH:1][C:2]1[NH:3][C:4]2[CH:10]=[CH:9][CH:8]=[CH:7][C:5]=2[N:6]=1.[CH3:11][N:12]([C:16]1[CH:21]=[CH:20][CH:19]=[CH:18][CH:17]=1)[C:13](Cl)=[O:14]>>[CH3:11][N:12]([C:16]1[CH:21]=[CH:20][CH:19]=[CH:18][CH:17]=1)[C:13]([N:3]1[C:4]2[CH:10]=[CH:9][CH:8]=[CH:7][C:5]=2[N:6]=[C:2]1[O:1][C:13](=[O:14])[N:12]([CH3:11])[C:16]1[CH:21]=[CH:20][CH:19]=[CH:18][CH:17]=1)=[O:14]. Reported procedure: The title product was prepared from 2-hydroxybenzimidazole and N-methyl-N-phenylcarbamoyl chloride. The crude product was subjected to preparative HPLC. (14%, white crystals). HPLC-MS: m/z=401.2 (M+1); Rt: 3.88 min, purity: 83%. The reactants are C(CC(C)C)(=O)O (isovaleric acid), C1CCC(CC1)N=C=NC2CCCCC2 (DCC), CS(=O)(=O)OC1=C(C=C(C=C1)C(N)=N)OC (4-amidino-2-methoxyphenol methanesulfonate). Run in N1=CC=CC=C1 (pyridine). Run at time 30 minute. Product: C(CC(C)C)(=O)OC1=C(C=C(C=C1)C(N)=N)OC (4-amidino-2-methoxyphenyl isovalerate). Yield: 92.5%. As a reaction SMILES: [C:1]([OH:7])(=[O:6])[CH2:2][CH:3]([CH3:5])[CH3:4].C1CCC(N=C=NC2CCCCC2)CC1.CS(O[C:28]1[CH:33]=[CH:32][C:31]([C:34](=[NH:36])[NH2:35])=[CH:30][C:29]=1[O:37][CH3:38])(=O)=O>N1C=CC=CC=1>[C:1]([O:7][C:28]1[CH:33]=[CH:32][C:31]([C:34](=[NH:35])[NH2:36])=[CH:30][C:29]=1[O:37][CH3:38])(=[O:6])[CH2:2][CH:3]([CH3:5])[CH3:4]. Procedure details: Into 40 ml of anhydrous pyridine, was dissolved 1.5 g of isovaleric acid. To the solution, while being cooled in ice, was added 3.7 g of DCC and the resulting mixture was stirred for 30 minutes. After addition of 3.9 g of 4-amidino-2-methoxyphenol methanesulfonate, the mixture was stirred overnight at room temperature. The precipitate which was formed was separated by filtration and washed with pyridine. Ethyl ether was added to the filtrate to precipitate colorless crystals. The crystals were w... Starting materials: C(=O)(C(F)(F)F)O (TFA), FC1=C(CN2CCC3(CN(CCO3)C(=O)C=3SC(=CC3)C)CC2)C=CC(=C1CCO)F ((9-(2,4-difluoro-3-(2-hydroxyethyl)benzyl)-1-oxa-4,9-diazaspiro[5.5]undecan-4-yl)(5-methylthiophen-2-yl)methanone), CC(=O)OI1(C=2C=CC=CC2C(=O)O1)(OC(=O)C)OC(=O)C (Dess-Martin periodinane), S(=S)(=O)([O-])[O-].[Na+].[Na+] (sodium thiosulphate), C([O-])(O)=O.[Na+] (sodium bicabonate). Solvent: C(Cl)Cl (DCM), C(C)(=O)OCC (ethyl acetate). Run at time 5 minute. Yields the product FC1=C(C(=CC=C1CN1CCC2(CN(CCO2)C(=O)C=2SC(=CC2)C)CC1)F)CC=O (2-(2,6-Difluoro-3-((4-(5-methylthiophene-2-carbonyl)-1-oxa-4,9-diazaspiro[5.5]undecan-9-yl)methyl)phenyl)acetaldehyde). RXN SMILES: C(O)(C(F)(F)F)=O.[F:8][C:9]1[C:34]([CH2:35][CH2:36][OH:37])=[C:33]([F:38])[CH:32]=[CH:31][C:10]=1[CH2:11][N:12]1[CH2:30][CH2:29][C:15]2([O:20][CH2:19][CH2:18][N:17]([C:21]([C:23]3[S:24][C:25]([CH3:28])=[CH:26][CH:27]=3)=[O:22])[CH2:16]2)[CH2:14][CH2:13]1.CC(OI1(OC(C)=O)(OC(C)=O)OC(=O)C2C=CC=CC1=2)=O.S([O-])([O-])(=O)=S.[Na+].[Na+].C(=O)(O)[O-].[Na+]>C(Cl)Cl.C(OCC)(=O)C>[F:8][C:9]1[C:10]([CH2:11][N:12]2[CH2:30][CH2:29][C:15]3([O:20][CH2:19][CH2:18][N:17]([C:21]([C:23]4[S:24][C:25]([CH3:28])=[CH:26][CH:27]=4)=[O:22])[CH2:16]3)[CH2:14][CH2:13]2)=[CH:31][CH:32]=[C:33]([F:38])[C:34]=1[CH2:35][CH:36]=[O:37] |f:3.4.5,6.7|. Procedure: TFA (0.05 mL) was added to a solution of (9-(2,4-difluoro-3-(2-hydroxyethyl)benzyl)-1-oxa-4,9-diazaspiro[5.5]undecan-4-yl)(5-methylthiophen-2-yl)methanone (example 34, step a) (0.27 g) in DCM (5 mL) at 0° C. and the resulting mixture stirred for 5 min. Dess-Martin periodinane (0.38 g) was then added and the mixture stirred at RT for 45 min. Saturated sodium thiosulphate solution (5 mL), saturated sodium bicabonate solution (5 mL) and ethyl acetate (20 mL) were then added and the mixture stirred ... Reactants: 19.6, CC1=CC=C(C=C1)S(=O)(=O)OCCC=1SC=CC1 ([2-(2-thienyl)ethyl] 4-methylbenzenesulfonate), ClCCN1N=NNC1=O (1-(2-chloroethyl)-1,4-dihydro-5H-tetrazol-5-one), C([O-])([O-])=O.[Na+].[Na+] (sodium carbonate), CN(C=O)C (N,N-dimethylformamide). The solvent is O (water). Run at temperature 70 celsius. Yields the product 15, ClCCN1N=NN(C1=O)CCC=1SC=CC1 (1-(2-chloroethyl)-1,4-dihydro-4-[2-(2-thienyl)ethyl]-5H-tetrazol-5-one). Yield: 46.5%. RXN SMILES: CC1C=CC(S(O[CH2:12][CH2:13][C:14]2[S:15][CH:16]=[CH:17][CH:18]=2)(=O)=O)=CC=1.[Cl:19][CH2:20][CH2:21][N:22]1[C:26](=[O:27])[NH:25][N:24]=[N:23]1.C(=O)([O-])[O-].[Na+].[Na+].CN(C)C=O>O>[Cl:19][CH2:20][CH2:21][N:22]1[C:26](=[O:27])[N:25]([CH2:12][CH2:13][C:14]2[S:15][CH:16]=[CH:17][CH:18]=2)[N:24]=[N:23]1 |f:2.3.4|. Procedure details: A mixture of 19.6 parts of [2-(2-thienyl)ethyl] 4-methylbenzenesulfonate, 10 parts of 1-(2-chloroethyl)-1,4-dihydro-5H-tetrazol-5-one, 10 parts of sodium carbonate and 90 parts of N,N-dimethylformamide is stirred and heated overnight at 70° C. The reaction mixture is cooled, 100 parts of water are added and the product is extracted three times with methylbenzene. The combined extracts are dried, filtered and evaporated. The residue is purified by column-chromatography over silica gel using a mix... Reactants: [H][H] (hydrogen), C(CC)C1N=NC(CC=CCCC=CC1)CCC (3,12-dipropyl-1,2-diaza-1,5,9-cyclododecatriene), [H][H] (hydrogen), [H][H] (hydrogen). The reagents and catalysts are [Rh] (rhodium/alumina). Solvent: C(C)(C)(C)O (tert-butanol). Product: NC(CCC)CCCCCCCCC(CCC)N (4,13-diaminohexadecane). Yield: 47.5%. RXN SMILES: [CH2:1]([CH:4]1[CH2:15][CH:14]=[CH:13][CH2:12][CH2:11][CH:10]=[CH:9][CH2:8][CH:7]([CH2:16][CH2:17][CH3:18])[N:6]=[N:5]1)[CH2:2][CH3:3].[H][H]>C(O)(C)(C)C.[Rh]>[NH2:5][CH:4]([CH2:15][CH2:14][CH2:13][CH2:12][CH2:11][CH2:10][CH2:9][CH2:8][CH:7]([NH2:6])[CH2:16][CH2:17][CH3:18])[CH2:1][CH2:2][CH3:3]. Procedure: 942 g (3.79 moles) of 3,12-dipropyl-1,2-diaza-1,5,9-cyclododecatriene (diastereoisomer mixture) are dissolved in a stirred autoclave in 3800 ml of tert-butanol. After addition of 90 g of a rhodium/alumina catalyst (5% by weight), hydrogen is introduced up to a pressure of 130-150 bar and hydrogenation is effected at 150°-180° C. until the uptake of hydrogen is complete. After cooling, excess hydrogen is blown off, the suspension is sucked from the autoclave and the catalyst is collected by sucti... Starting materials: Nc1ccc(C(F)(F)F)c(F)c1, COc1cc(S(=O)(=O)Cl)ccc1F. The product is O=S(=O)(Cl)c1ccc(C(F)(F)F)c(F)c1. Reaction SMILES: [F:14][c:15]1[cH:16][c:17]([NH2:25])[cH:18][cH:19][c:20]1[C:21]([F:22])([F:23])[F:24].[F:1][c:2]1[cH:3][cH:4][c:5]([S:8](=[O:9])(=[O:10])[Cl:11])[cH:6][c:7]1[O:12][CH3:13]>>[S:8](=[O:9])(=[O:10])([Cl:11])[c:17]1[cH:16][c:15]([F:14])[c:20]([C:21]([F:22])([F:23])[F:24])[cH:19][cH:18]1. The reactants are C1(CCCCC1)N (Cyclohexylamine), C(=O)(O)CC=1C=C(C=CC1)CC(=O)O ((3-carboxymethyl-phenyl)-acetic acid), ON1N=NC2=C1C=CC=C2 (1-hydroxybenzotriazole), CCN(C(C)C)C(C)C (Hunigs base), Cl.CN(CCCN=C=NCC)C (1-(3-dimethylaminopropyl)-3-ethylcarbodiimide hydrochloride), Cl (hydrochloric acid). Solvent: ClCCl (dichloromethane), ClCCl (dichloromethane). Conditions: time 5 minute. Product: C1(CCCCC1)NC(=O)CC=1C=C(C=CC1)CC(=O)O ((3-Cyclohexylcarbamoylmethyl-phenyl)-acetic acid). Isolated yield 44.2%. As a reaction SMILES: [CH:1]1([NH2:7])[CH2:6][CH2:5][CH2:4][CH2:3][CH2:2]1.[C:8]([CH2:11][C:12]1[CH:13]=[C:14]([CH2:18][C:19](O)=[O:20])[CH:15]=[CH:16][CH:17]=1)([OH:10])=[O:9].ON1C2C=CC=CC=2N=N1.CCN(C(C)C)C(C)C.Cl.CN(C)CCCN=C=NCC.Cl>ClCCl>[CH:1]1([NH:7][C:19]([CH2:18][C:14]2[CH:13]=[C:12]([CH2:11][C:8]([OH:10])=[O:9])[CH:17]=[CH:16][CH:15]=2)=[O:20])[CH2:6][CH2:5][CH2:4][CH2:3][CH2:2]1 |f:4.5|. Procedure details: Cyclohexylamine (510 mg), (3-carboxymethyl-phenyl)-acetic acid (1.0 g), 1-hydroxybenzotriazole (700 mg) and Hunigs base (0.9 mL) were added to a round bottomed flask and dissolved in dichloromethane (40 mL) at room temperature. The mixture was stirred at room temperature for 5 minutes then 1-(3-dimethylaminopropyl)-3-ethylcarbodiimide hydrochloride (990 mg) was added. The reaction was stirred at room temperature for 3 hours. The mixture was diluted with dichloromethane (40 mL) and washed with 2M...